From a dataset of the Open Reaction Database (ORD), a public repository of structured organic reaction records. describe an organic reaction: reactants, conditions, products, and yield Reactants: [H-].[Na+] (sodium hydride), N1C=CC2=CC=CN=C12 (7-azaindole), C1(CCCCC1)=O (cyclohexanone). Run in CO (MeOH), CO (MeOH), CO (Methanol). Run at temperature 0 celsius. The product is C1(=CCCCC1)C1=CNC2=NC=CC=C21 (3-cyclohexenyl-1H-pyrrolo[2,3-b]pyridine). Yield: 76.2%. RXN SMILES: [H-].[Na+].[NH:3]1[C:11]2[C:6](=[CH:7][CH:8]=[CH:9][N:10]=2)[CH:5]=[CH:4]1.[C:12]1(=O)[CH2:17][CH2:16][CH2:15][CH2:14][CH2:13]1>CO>[C:12]1([C:5]2[C:6]3[C:11](=[N:10][CH:9]=[CH:8][CH:7]=3)[NH:3][CH:4]=2)[CH2:17][CH2:16][CH2:15][CH2:14][CH:13]=1 |f:0.1|. Reported procedure: Methanol (150 mL) was added dropwise to a chilled (0° C.) 1 L flask containing sodium hydride (60% dispersion in mineral oil, 19.3 g, 480 mmol). To the stirred suspension was added 7-azaindole (10.2 g, 86 mmol) in MeOH (100 mL) and cyclohexanone (35 mL, 340 mmol) in MeOH (65 mL). The cloudy solution was refluxed for 24 h, then the solvent was removed under reduced pressure. The oily residue was cooled in an ice bath and 3 N HCl was added with vigorous stirring until the pH=8 (pH paper). The resu... Product: O=C(C(=O)c1ccn(CC(F)(F)F)c1)c1cccc(Br)c1. Starting materials: O=C(C(=O)c1cccc(Br)c1)c1cc[nH]c1, Cc1ccc(S(=O)(=O)OCC(F)(F)F)cc1, CCOC(C)=O, [K+], [K+], O=C([O-])[O-], CN(C)C=O, O. Reaction SMILES: [Br:1][c:2]1[cH:3][c:4]([C:8]([C:9](=[O:10])[c:11]2[cH:12][nH:13][cH:14][cH:15]2)=[O:16])[cH:5][cH:6][cH:7]1.[CH3:17][c:18]1[cH:19][cH:20][c:21]([S:22]([O:23][CH2:28][C:29]([F:30])([F:31])[F:32])(=[O:24])=[O:25])[cH:26][cH:27]1.[CH3:45][CH2:46][O:47][C:48]([CH3:49])=[O:50].[K+:33].[K+:34].[O-:35][C:36]([O-:37])=[O:38].[O:39]=[CH:40][N:41]([CH3:42])[CH3:43].[OH2:44]>>[Br:1][c:2]1[cH:3][c:4]([C:8]([C:9](=[O:10])[c:11]2[cH:12][n:13]([CH2:28][C:29]([F:30])([F:31])[F:32])[cH:14][cH:15]2)=[O:16])[cH:5][cH:6][cH:7]1. The reactants are C(C)OC(=O)C=1SC=2CCOC3=C(C2N1)C=CC(=C3)Br (8-bromo-4,5-dihydro-6-oxa-3-thia-1-aza-benzo[e]azulene-2-carboxylic acid ethyl ester), [OH-].[Na+] (sodium hydroxide), Cl (HCl), CO (Methanol). Run in O1CCCC1 (tetrahydrofuran), O (water). Run at time 2 hour. The product is BrC1=CC2=C(C=3N=C(SC3CCO2)C(=O)O)C=C1 (8-bromo-4,5-dihydro-6-oxa-3-thia-1-aza-benzo[e]azulene-2-carboxylic acid). RXN SMILES: C([O:3][C:4]([C:6]1[S:7][C:8]2[CH2:9][CH2:10][O:11][C:12]3[CH:19]=[C:18]([Br:20])[CH:17]=[CH:16][C:13]=3[C:14]=2[N:15]=1)=[O:5])C.[OH-].[Na+].CO.Cl>O1CCCC1.O>[Br:20][C:18]1[CH:17]=[CH:16][C:13]2[C:14]3[N:15]=[C:6]([C:4]([OH:5])=[O:3])[S:7][C:8]=3[CH2:9][CH2:10][O:11][C:12]=2[CH:19]=1 |f:1.2|. Procedure details: To a solution of 8-bromo-4,5-dihydro-6-oxa-3-thia-1-aza-benzo[e]azulene-2-carboxylic acid ethyl ester from Example 21 (518 mg) in tetrahydrofuran (10 ml) was added a solution of sodium hydroxide (117 mg) in water (2 mL). Methanol (5 mL) was also added to aid dissolution. After 2 hours, the reaction mixture was acidified with HCl (2M) and the reaction mixture was then extracted with dichloromethane, dried (MgSO4) and the solvent removed in vacuo to yield 8-bromo-4,5-dihydro-6-oxa-3-thia-1-aza-ben... The reactants are solution, Cl (hydrogen chloride), FC1=CC(=C(OCC[C@H]2N(C[C@@H](C2)O)C)C=C1)CCC1=CC(=C(C=C1)F)OC ((2R,4R)-2-[2-{4-fluoro-2-[2-(4-fluoro-3-methoxyphenyl)ethyl]phenoxy}ethyl]-4-hydroxy-1-methylpyrrolidine). Solvent: C(C)(=O)OCC (ethyl acetate), C(C)(=O)OCC (ethyl acetate). Run at time 10 minute. Yields the product Cl.FC1=CC(=C(OCC[C@H]2N(C[C@@H](C2)O)C)C=C1)CCC1=CC(=C(C=C1)F)OC ((2R,4R)-2-[2-{4-Fluoro-2-[2-(4-fluoro-3-methoxyphenyl)ethyl]phenoxy}ethyl]-4-hydroxy-1-methylpyrrolidine hydrochloride). Isolated yield 82.0%. RXN SMILES: [F:1][C:2]1[CH:17]=[CH:16][C:5]([O:6][CH2:7][CH2:8][C@@H:9]2[CH2:13][C@@H:12]([OH:14])[CH2:11][N:10]2[CH3:15])=[C:4]([CH2:18][CH2:19][C:20]2[CH:25]=[CH:24][C:23]([F:26])=[C:22]([O:27][CH3:28])[CH:21]=2)[CH:3]=1.[ClH:29]>C(OCC)(=O)C>[ClH:29].[F:1][C:2]1[CH:17]=[CH:16][C:5]([O:6][CH2:7][CH2:8][C@@H:9]2[CH2:13][C@@H:12]([OH:14])[CH2:11][N:10]2[CH3:15])=[C:4]([CH2:18][CH2:19][C:20]2[CH:25]=[CH:24][C:23]([F:26])=[C:22]([O:27][CH3:28])[CH:21]=2)[CH:3]=1 |f:3.4|. Procedure: 399 mg of the (2R,4R)-2-[2-{4-fluoro-2-[2-(4-fluoro-3-methoxyphenyl)ethyl]phenoxy}ethyl]-4-hydroxy-1-methylpyrrolidine [prepared as described in step (b) above] were dissolved in 5 ml of ethyl acetate. Addition of 0.38 ml of a 4N solution of hydrogen chloride in ethyl acetate resulted in the precipitation of crystals. The solvent was removed by evaporation under reduced pressure, and the resulting solid substance was dissolved in a small quantity (approximately 0.5 ml) of methylene chloride and ... Starting materials: compound, NC1=CC=C(C=C1)C1=CC=C2CN(C(C2=C1)=O)[C@H](C(=O)OC)C(C)C ((S)-Methyl 2-(6-(4-aminophenyl)-1-oxoisoindolin-2-yl)-3-methylbutanoate), C(CCC)C=1C=CC(=NC1)C(=O)Cl (5-butylpicolinoyl chloride). The product is C(CCC)C=1C=CC(=NC1)C(=O)NC1=CC=C(C=C1)C1=CC=C2CN(C(C2=C1)=O)[C@H](C(=O)OC)C(C)C ((S)-Methyl 2-(6-(4-(5-butylpicolinamido)phenyl)-1-oxoisoindolin-2-yl)-3-methylbutanoate). Yield: 60.0%. Reaction SMILES: [NH2:1][C:2]1[CH:7]=[CH:6][C:5]([C:8]2[CH:16]=[C:15]3[C:11]([CH2:12][N:13]([C@@H:18]([CH:23]([CH3:25])[CH3:24])[C:19]([O:21][CH3:22])=[O:20])[C:14]3=[O:17])=[CH:10][CH:9]=2)=[CH:4][CH:3]=1.[CH2:26]([C:30]1[CH:31]=[CH:32][C:33]([C:36](Cl)=[O:37])=[N:34][CH:35]=1)[CH2:27][CH2:28][CH3:29]>>[CH2:26]([C:30]1[CH:31]=[CH:32][C:33]([C:36]([NH:1][C:2]2[CH:3]=[CH:4][C:5]([C:8]3[CH:16]=[C:15]4[C:11]([CH2:12][N:13]([C@@H:18]([CH:23]([CH3:25])[CH3:24])[C:19]([O:21][CH3:22])=[O:20])[C:14]4=[O:17])=[CH:10][CH:9]=3)=[CH:6][CH:7]=2)=[O:37])=[N:34][CH:35]=1)[CH2:27][CH2:28][CH3:29]. Reported procedure: The compound of example 648 was prepared analogous to the compound of example 640 by reaction of compound of example 6 with commercially available 5-butylpicolinoyl chloride (Sigma Chemical Company, USA). The reactants are S(O)(O)(=O)=O (sulphuric acid), C(=C)(C)C1=CC=C(C=C1)O (p-isopropenyl phenol), C(C)(=O)O (acetic acid). Run in C(C)(=O)OC(C)=O (acetic acid anhydride). Reaction conditions: temperature 200 celsius. Product: C(C)(=O)OC1=CC=C(C(=C)C)C=C1 (p-acetoxy-α-methyl styrene). Reaction SMILES: [C:1]([C:4]1[CH:9]=[CH:8][C:7]([OH:10])=[CH:6][CH:5]=1)([CH3:3])=[CH2:2].S(=O)(=O)(O)O.[C:16](O)(=[O:18])[CH3:17]>C(OC(=O)C)(=O)C>[C:16]([O:10][C:7]1[CH:8]=[CH:9][C:4]([C:1]([CH3:3])=[CH2:2])=[CH:5][CH:6]=1)(=[O:18])[CH3:17]. Procedure: 134 g of dimeric p-isopropenyl phenol are dissolved under nitrogen in 150 g of acetic acid anhydride, followed by the addition of 0.5 g of concentrated sulphuric acid. The reaction begins with a slight heat effect under which the temperature of the reaction mixture rises to around 50° C and then falls again. When the reaction temperature has fallen to around 30° C, the reaction mixture is slowly heated until, finally, acetic acid distils off under normal pressure. The temperature is regulated in...